Dataset: the Open Reaction Database (ORD), a public repository of structured organic reaction records. Task: describe an organic reaction: reactants, conditions, products, and yield Starting materials: FC1=CC=C(CN2C(C(=C([C@@H]3CCC[C@H]23)O)C2=NS(C3=C(N2)C=CC(=C3)I)(=O)=O)=O)C=C1 ((4aR,7aS)-1-(4-Fluoro-benzyl)-4-hydroxy-3-(7-iodo-1,1-dioxo-1,4-dihydro-1λ6-benzo[1,2,4]thiadiazin-3-yl)-1,4a,5,6,7,7a-hexahydro-[1]pyrindin-2-one), C1(=CC=CC=C1)CS(=O)(=O)N (α-toluenesulfonamide), N(C)CC(=O)O (sarcosine). Solvent: CN(C=O)C (N,N-dimethylformamide). Conditions: temperature 100 celsius, time 20.5 hour. Product: FC1=CC=C(CN2C(C(=C([C@@H]3CCC[C@H]23)O)C2=NS(C3=C(N2)C=CC(=C3)NS(=O)(=O)CC3=CC=CC=C3)(=O)=O)=O)C=C1 ((4aR,7aS)-N-{3-[1-(4-fluoro-benzyl)-4-hydroxy-2-oxo-2,4a,5,6,7,7a-hexahydro-1H-[1]pyrindin-3-yl]-1,1-dioxo-1,4-dihydro-1λ6-benzo[1,2,4]thiadiazin-7-yl}-C-phenyl-methanesulfonamide). Isolated yield 37.2%. As a reaction SMILES: [F:1][C:2]1[CH:32]=[CH:31][C:5]([CH2:6][N:7]2[C@@H:15]3[C@@H:11]([CH2:12][CH2:13][CH2:14]3)[C:10]([OH:16])=[C:9]([C:17]3[NH:22][C:21]4[CH:23]=[CH:24][C:25](I)=[CH:26][C:20]=4[S:19](=[O:29])(=[O:28])[N:18]=3)[C:8]2=[O:30])=[CH:4][CH:3]=1.[C:33]1([CH2:39][S:40]([NH2:43])(=[O:42])=[O:41])[CH:38]=[CH:37][CH:36]=[CH:35][CH:34]=1.N(CC(O)=O)C>CN(C)C=O>[F:1][C:2]1[CH:32]=[CH:31][C:5]([CH2:6][N:7]2[C@@H:15]3[C@@H:11]([CH2:12][CH2:13][CH2:14]3)[C:10]([OH:16])=[C:9]([C:17]3[NH:22][C:21]4[CH:23]=[CH:24][C:25]([NH:43][S:40]([CH2:39][C:33]5[CH:34]=[CH:35][CH:36]=[CH:37][CH:38]=5)(=[O:41])=[O:42])=[CH:26][C:20]=4[S:19](=[O:29])(=[O:28])[N:18]=3)[C:8]2=[O:30])=[CH:4][CH:3]=1. Procedure details: (4aR,7aS)-1-(4-Fluoro-benzyl)-4-hydroxy-3-(7-iodo-1,1-dioxo-1,4-dihydro-1λ6-benzo[1,2,4]thiadiazin-3-yl)-1,4a,5,6,7,7a-hexahydro-[1]pyrindin-2-one (prepared as described in Example 39c, 301 mg, 0.53 mmol), α-toluenesulfonamide (272 mg, 1.59 mmol) copper(I) iodide (50.4 mg, 0.265 mmol) potassium phosphate (338 mg, 1.59 mmol), and sarcosine (N-methyl glycine) (37.4 mg, 0.42 mmol) were suspended in N,N-dimethylformamide (8 mL). The mixture was degassed and backfilled with nitrogen (3×). The resulti... The reactants are C1COCCO1, COC(=O)c1cc(Cc2c(C)c(OC)c(OC)c(OC)c2OC)ccc1-c1ccccc1OC, [Na+], [OH-], O. The product is COc1ccccc1-c1ccc(Cc2c(C)c(OC)c(OC)c(OC)c2OC)cc1C(=O)O. Reaction SMILES: [CH2:37]1[O:38][CH2:39][CH2:40][O:41][CH2:42]1.[CH3:1][O:2][c:3]1[c:4]([CH3:34])[c:5]([CH2:6][c:7]2[cH:8][cH:9][c:10](-[c:17]3[c:18]([O:23][CH3:24])[cH:19][cH:20][cH:21][cH:22]3)[c:11]([C:12](=[O:13])[O:14][CH3:15])[cH:16]2)[c:25]([O:32][CH3:33])[c:26]([O:30][CH3:31])[c:27]1[O:28][CH3:29].[Na+:36].[OH-:35].[OH2:43]>>[CH3:1][O:2][c:3]1[c:4]([CH3:34])[c:5]([CH2:6][c:7]2[cH:8][cH:9][c:10](-[c:17]3[c:18]([O:23][CH3:24])[cH:19][cH:20][cH:21][cH:22]3)[c:11]([C:12](=[O:13])[OH:14])[cH:16]2)[c:25]([O:32][CH3:33])[c:26]([O:30][CH3:31])[c:27]1[O:28][CH3:29]. Reactants: NC1=NC(N(C(=N1)N)O)(C)C (4,6-diamino-1,2-dihydro-1-hydroxy-2,2-dimethyl-1,3,5-triazine), ClC1=C(C=C(C(=C1)Cl)Cl)CBr (2,4,5-trichlorophenylmethyl bromide). Run in CN(C=O)C (dimethylformamide). The product is Br.NC1=NC(N(C(=N1)N)OCC1=C(C=C(C(=C1)Cl)Cl)Cl)(C)C (4,6-diamino-1,2-dihydro-1-(2,4,5-trichlorophenylmethoxy)-2,2-dimethyl-1,3,5-triazine hydrobromide). Isolated yield 63.7%. RXN SMILES: [NH2:1][C:2]1[N:7]=[C:6]([NH2:8])[N:5]([OH:9])[C:4]([CH3:11])([CH3:10])[N:3]=1.[Cl:12][C:13]1[CH:18]=[C:17]([Cl:19])[C:16]([Cl:20])=[CH:15][C:14]=1[CH2:21][Br:22]>CN(C)C=O>[BrH:22].[NH2:1][C:2]1[N:7]=[C:6]([NH2:8])[N:5]([O:9][CH2:21][C:14]2[CH:15]=[C:16]([Cl:20])[C:17]([Cl:19])=[CH:18][C:13]=2[Cl:12])[C:4]([CH3:11])([CH3:10])[N:3]=1 |f:3.4|. Procedure details: A solution of 0.6 gram (0.004 mole) of 4,6-diamino-1,2-dihydro-1-hydroxy-2,2-dimethyl-1,3,5-triazine and 1.6 grams (0.006 mole) of 2,4,5-trichlorophenylmethyl bromide in 5 ml of dimethylformamide was stirred in a closed reaction vessel during about an 18 hour period. After this time the reaction mixture was concentrated under reduced pressure to a residual solid. The solid was washed with 50 ml of acetone. The dried solid was recrystallized from 125 ml of water, yielding 1.1 grams of 4,6-diamino... Reactants: O[C@H]1[C@@H](C2=C3C=CC(=NC3=CC=C2OC1(C)C)C#N)NCCC1=CC=CC=C1 ((±)-trans-2-hydroxy-3,3-dimethyl-1-[(2-phenylethyl)amino]-2,3-dihydro-1H-pyrano[3,2-f]quinoline-8-carbonitrile), [OH-].[K+] (potassium hydroxide), [Cl-].[Na+] (sodium chloride). Solvent: C(C)(C)(C)O (t-butanol). Run at temperature 90 celsius, time 2 hour. The product is O[C@H]1[C@@H](C2=C3C=CC(=NC3=CC=C2OC1(C)C)C(=O)N)NCCC1=CC=CC=C1 ((±)-trans-2-Hydroxy-3,3-dimethyl-1-[(2-phenylethyl)amino]-2,3-dihydro-1H-pyrano[3,2-f]quinoline-8-carboxamide). Yield: 54.0%. As a reaction SMILES: [OH:1][C@@H:2]1[C:15]([CH3:17])([CH3:16])[O:14][C:13]2[C:4](=[C:5]3[C:10](=[CH:11][CH:12]=2)[N:9]=[C:8]([C:18]#[N:19])[CH:7]=[CH:6]3)[C@H:3]1[NH:20][CH2:21][CH2:22][C:23]1[CH:28]=[CH:27][CH:26]=[CH:25][CH:24]=1.[OH-:29].[K+].[Cl-].[Na+]>C(O)(C)(C)C>[OH:1][C@@H:2]1[C:15]([CH3:17])([CH3:16])[O:14][C:13]2[C:4](=[C:5]3[C:10](=[CH:11][CH:12]=2)[N:9]=[C:8]([C:18]([NH2:19])=[O:29])[CH:7]=[CH:6]3)[C@H:3]1[NH:20][CH2:21][CH2:22][C:23]1[CH:24]=[CH:25][CH:26]=[CH:27][CH:28]=1 |f:1.2,3.4|. Reported procedure: To a solution of (±)-trans-2-hydroxy-3,3-dimethyl-1-[(2-phenylethyl)amino]-2,3-dihydro-1H-pyrano[3,2-f]quinoline-8-carbonitrile (400 mg, 1.07 mmol) in t-butanol (40 mL), potassium hydroxide (800 mg, 14.3 mmol) was added at room temperature and the resulting mixture was stirred at 90° C. for 2 hour. Upon the completion of the reaction, aqueous sodium chloride solution was added to the reaction solution, and it was extracted with ethyl acetate and the resulting organic phase was dried over anhydro... Reactants: [N+](=O)([O-])C=C(NCCSCC=1OC(=CC1)CNC)SC (1-nitro-2-methylthio-2-{2-[(5-methylaminomethyl-2-furyl)methylthio]ethylamino}ethylene), C(C#C)N (propargylamine). Run in C(C)#N (acetonitrile). The product is [N+](=O)([O-])C=C(NCCSCC=1OC(=CC1)CNC)NCC#C (1-Nitro-2-(2-propynylamino)-2-{2-[(5-methylaminomethyl-2-furyl)methylthio]ethylamino}ethylene). Reaction SMILES: [N+:1]([CH:4]=[C:5](SC)[NH:6][CH2:7][CH2:8][S:9][CH2:10][C:11]1[O:12][C:13]([CH2:16][NH:17][CH3:18])=[CH:14][CH:15]=1)([O-:3])=[O:2].[CH2:21]([NH2:24])[C:22]#[CH:23]>C(#N)C>[N+:1]([CH:4]=[C:5]([NH:24][CH2:21][C:22]#[CH:23])[NH:6][CH2:7][CH2:8][S:9][CH2:10][C:11]1[O:12][C:13]([CH2:16][NH:17][CH3:18])=[CH:14][CH:15]=1)([O-:3])=[O:2]. Reported procedure: A mixture of 1-nitro-2-methylthio-2-{2-[(5-methylaminomethyl-2-furyl)methylthio]ethylamino}ethylene [prepared according to the procedure described in Belgian Pat. No. 857,388] and propargylamine in acetonitrile is stirred and heated under a positive pressure of nitrogen to give, after workup and chromatography, the title compound. Starting materials: Cl, CN(C(=O)N(C)C1CN(C(=O)C2CCNCC2)CC1c1ccc(F)cc1)c1cc(C(F)(F)F)cc(C(F)(F)F)c1, O=S(=O)(Cl)C(F)(F)F. Product: CN(C(=O)N(C)C1CN(C(=O)C2CCN(S(=O)(=O)C(F)(F)F)CC2)CC1c1ccc(F)cc1)c1cc(C(F)(F)F)cc(C(F)(F)F)c1. Reaction SMILES: [ClH:1].[F:2][C:3]([c:4]1[cH:5][c:6]([N:14]([C:15](=[O:16])[N:17]([CH3:18])[CH:19]2[CH2:20][N:21]([C:31](=[O:32])[CH:33]3[CH2:34][CH2:35][NH:36][CH2:37][CH2:38]3)[CH2:22][CH:23]2[c:24]2[cH:25][cH:26][c:27]([F:30])[cH:28][cH:29]2)[CH3:39])[cH:7][c:8]([C:10]([F:11])([F:12])[F:13])[cH:9]1)([F:40])[F:41].[F:42][C:43]([S:44](=[O:45])(=[O:46])[Cl:47])([F:48])[F:49]>>[F:2][C:3]([c:4]1[cH:5][c:6]([N:14]([C:15](=[O:16])[N:17]([CH3:18])[CH:19]2[CH2:20][N:21]([C:31](=[O:32])[CH:33]3[CH2:34][CH2:35][N:36]([S:44]([C:43]([F:42])([F:48])[F:49])(=[O:45])=[O:46])[CH2:37][CH2:38]3)[CH2:22][CH:23]2[c:24]2[cH:25][cH:26][c:27]([F:30])[cH:28][cH:29]2)[CH3:39])[cH:7][c:8]([C:10]([F:11])([F:12])[F:13])[cH:9]1)([F:40])[F:41]. The reactants are CO, NC1CCCCC1, CCC1CO1. The product is CCC(O)CNC1CCCCC1. Reaction SMILES: [CH3:13][OH:14].[NH2:6][CH:7]1[CH2:8][CH2:9][CH2:10][CH2:11][CH2:12]1.[O:1]1[CH2:2][CH:3]1[CH2:4][CH3:5]>>[OH:1][CH:3]([CH2:2][NH:6][CH:7]1[CH2:8][CH2:9][CH2:10][CH2:11][CH2:12]1)[CH2:4][CH3:5].